This data is from the Open Reaction Database (ORD), a public repository of structured organic reaction records. The task is: describe an organic reaction: reactants, conditions, products, and yield Starting materials: C1CCOC1, CC(C)OC(=O)N=NC(=O)OC(C)C, C=CCCCCC(CO)C(=O)NOCc1ccccc1, c1ccc(P(c2ccccc2)c2ccccc2)cc1. The product is C=CCCCCC1CN(OCc2ccccc2)C1=O. RXN SMILES: [CH2:54]1[O:55][CH2:56][CH2:57][CH2:58]1.[O:40]=[C:41]([O:42][CH:43]([CH3:44])[CH3:45])[N:46]=[N:47][C:48]([O:49][CH:50]([CH3:51])[CH3:52])=[O:53].[OH:1][CH2:2][CH:3]([C:4](=[O:5])[NH:6][O:7][CH2:8][c:9]1[cH:10][cH:11][cH:12][cH:13][cH:14]1)[CH2:15][CH2:16][CH2:17][CH2:18][CH:19]=[CH2:20].[c:21]1([P:22]([c:23]2[cH:24][cH:25][cH:26][cH:27][cH:28]2)[c:29]2[cH:30][cH:31][cH:32][cH:33][cH:34]2)[cH:35][cH:36][cH:37][cH:38][cH:39]1>>[CH2:2]1[CH:3]([CH2:15][CH2:16][CH2:17][CH2:18][CH:19]=[CH2:20])[C:4](=[O:5])[N:6]1[O:7][CH2:8][c:9]1[cH:10][cH:11][cH:12][cH:13][cH:14]1. Reaction SMILES: [CH:1]1([c:4]2[n:5][c:6]3[n:7]([cH:8][c:9]([N+:12]([O-:13])=[O:14])[cH:10][cH:11]3)[cH:15]2)[CH2:2][CH2:3]1.[Cl:16][c:17]1[cH:18][cH:19][c:20](-[c:23]2[cH:24][cH:25][c:26]([C:29](=[O:30])[OH:31])[cH:27][cH:28]2)[n:21][cH:22]1>>[CH:1]1([c:4]2[n:5][c:6]3[n:7]([cH:8][c:9]([NH:12][C:29]([c:26]4[cH:25][cH:24][c:23](-[c:20]5[cH:19][cH:18][c:17]([Cl:16])[cH:22][n:21]5)[cH:28][cH:27]4)=[O:30])[cH:10][cH:11]3)[cH:15]2)[CH2:2][CH2:3]1. The reactants are O=[N+]([O-])c1ccc2nc(C3CC3)cn2c1, O=C(O)c1ccc(-c2ccc(Cl)cn2)cc1. Product: O=C(Nc1ccc2nc(C3CC3)cn2c1)c1ccc(-c2ccc(Cl)cn2)cc1. Starting materials: N1C=C(C2=CC=CC=C12)\C=C\1/OC2=C(C1=O)C=CC=C2CN2CCN(CC2)C(=O)OC(C)(C)C (tert-butyl (Z)-4-({2-[(1H-indol-3-yl)methylene]-3-oxo-2,3-dihydrobenzofuran-7-yl}methyl)piperazine-1-carboxylate), solution, Cl (hydrogen chloride). Solvent: C(Cl)Cl (methylene chloride), O1CCOCC1 (1,4-dioxane). Conditions: time 2 hour. Product: N1C=C(C2=CC=CC=C12)C=C1OC2=C(C1=O)C=CC=C2CN2CCNCC2 ((1H-indol-3-yl)methylene-7-(piperazin-1-ylmethyl)benzofuran-3(2H)-one). The yield is 92.2%. RXN SMILES: [NH:1]1[C:9]2[C:4](=[CH:5][CH:6]=[CH:7][CH:8]=2)[C:3](/[CH:10]=[C:11]2\[O:12][C:13]3[C:20]([CH2:21][N:22]4[CH2:27][CH2:26][N:25](C(OC(C)(C)C)=O)[CH2:24][CH2:23]4)=[CH:19][CH:18]=[CH:17][C:14]=3[C:15]\2=[O:16])=[CH:2]1.Cl>C(Cl)Cl.O1CCOCC1>[NH:1]1[C:9]2[C:4](=[CH:5][CH:6]=[CH:7][CH:8]=2)[C:3]([CH:10]=[C:11]2[C:15](=[O:16])[C:14]3[CH:17]=[CH:18][CH:19]=[C:20]([CH2:21][N:22]4[CH2:27][CH2:26][NH:25][CH2:24][CH2:23]4)[C:13]=3[O:12]2)=[CH:2]1. Procedure details: A solution of tert-butyl (Z)-4-({2-[(1H-indol-3-yl)methylene]-3-oxo-2,3-dihydrobenzofuran-7-yl}methyl)piperazine-1-carboxylate (0.0305 g, 0.0664 mmol) in methylene chloride (2 mL) was added with a 4 M solution of hydrogen chloride in 1,4-dioxane (2 mL), and the mixture was stirred at room temperature for 2 hours. The reaction mixture was concentrated, the resulting residue was added with saturated aqueous sodium hydrogencarbonate, and the mixture was extracted with ethyl acetate. The organic lay... Reactants: CC(C)(C)OC(=O)CBr, CN(C)C=O, Oc1ccc(F)cc1, [Na+], [OH-]. Product: CC(C)(C)OC(=O)COc1ccc(F)cc1. Reaction SMILES: [C:1]([CH3:2])([CH3:3])([CH3:4])[O:5][C:6]([CH2:7][Br:8])=[O:9].[CH3:20][N:21]([CH3:22])[CH:23]=[O:24].[F:10][c:11]1[cH:12][cH:13][c:14]([OH:17])[cH:15][cH:16]1.[Na+:19].[OH-:18]>>[C:1]([CH3:2])([CH3:3])([CH3:4])[O:5][C:6]([CH2:7][O:17][c:14]1[cH:13][cH:12][c:11]([F:10])[cH:16][cH:15]1)=[O:9].